This data is from the Open Reaction Database (ORD), a public repository of structured organic reaction records. The task is: describe an organic reaction: reactants, conditions, products, and yield Starting materials: ClC1=C(C=CC(=C1Cl)O)CCC(=O)C=1SC(=CC1)C1=CC=C(C=C1)C(F)(F)F (3-(2,3-dichloro-4-hydroxyphenyl)-1-(5-(4-(trifluoromethyl)phenyl)thien-2-yl)propan-1-one), BrC(C(=O)OC(C)(C)C)(C)C (tert-butyl bromoisobutyrate). Yields the product ClC1=C(OC(C(=O)OC(C)(C)C)(C)C)C=CC(=C1Cl)CCC(C=1SC(=CC1)C1=CC=C(C=C1)C(F)(F)F)=O (Tert-butyl 2-(2,3-dichloro-4-(3-oxo-3-(5-(4-(trifluoromethyl)phenyl)thien-2-yl)propyl)phenoxy)-2-methylpropanoate). Reaction SMILES: [Cl:1][C:2]1[C:7]([Cl:8])=[C:6]([OH:9])[CH:5]=[CH:4][C:3]=1[CH2:10][CH2:11][C:12]([C:14]1[S:15][C:16]([C:19]2[CH:24]=[CH:23][C:22]([C:25]([F:28])([F:27])[F:26])=[CH:21][CH:20]=2)=[CH:17][CH:18]=1)=[O:13].Br[C:30]([CH3:39])([CH3:38])[C:31]([O:33][C:34]([CH3:37])([CH3:36])[CH3:35])=[O:32]>>[Cl:8][C:7]1[C:2]([Cl:1])=[C:3]([CH2:10][CH2:11][C:12](=[O:13])[C:14]2[S:15][C:16]([C:19]3[CH:24]=[CH:23][C:22]([C:25]([F:27])([F:28])[F:26])=[CH:21][CH:20]=3)=[CH:17][CH:18]=2)[CH:4]=[CH:5][C:6]=1[O:9][C:30]([CH3:39])([CH3:38])[C:31]([O:33][C:34]([CH3:37])([CH3:36])[CH3:35])=[O:32]. Procedure details: Tert-butyl 2-(2,3-dichloro-4-(3-oxo-3-(5-(4-(trifluoromethyl)phenyl)thien-2-yl)propyl)phenoxy)-2-methylpropanoate is prepared from 3-(2,3-dichloro-4-hydroxyphenyl)-1-(5-(4-(trifluoromethyl)phenyl)thien-2-yl)propan-1-one and tert-butyl bromoisobutyrate according to general procedure D. Starting materials: COC(=O)CC1C(C(C)O[Si](C)(C)C(C)(C)C)C(=O)N1[Si](C)(C)C(C)(C)C, CC(C)C[Al+]CC(C)C, Cc1ccccc1, [H-]. Yields the product CC(O[Si](C)(C)C(C)(C)C)C1C(=O)N([Si](C)(C)C(C)(C)C)C1CC=O. Reaction SMILES: [C:11]([CH3:12])([CH3:13])([CH3:14])[Si:15]([N:16]1[C:17](=[O:35])[CH:18]([CH:25]([CH3:26])[O:27][Si:28]([CH3:29])([CH3:30])[C:31]([CH3:32])([CH3:33])[CH3:34])[CH:19]1[CH2:20][C:21](=[O:22])[O:23][CH3:24])([CH3:36])[CH3:37].[CH2:2]([Al+:3][CH2:4][CH:5]([CH3:6])[CH3:7])[CH:8]([CH3:9])[CH3:10].[CH3:38][c:39]1[cH:40][cH:41][cH:42][cH:43][cH:44]1.[H-:1]>>[C:11]([CH3:12])([CH3:13])([CH3:14])[Si:15]([N:16]1[C:17](=[O:35])[CH:18]([CH:25]([CH3:26])[O:27][Si:28]([CH3:29])([CH3:30])[C:31]([CH3:32])([CH3:33])[CH3:34])[CH:19]1[CH2:20][CH:21]=[O:22])([CH3:36])[CH3:37]. Starting materials: C1(=CC=CC=C1)[C@H]1[C@@H](C1)C(=O)Cl (trans-2-phenyl-1-cyclopropanecarbonyl chloride), Cl.Cl.C1(CCC1)N1CCNCCC1 (1-N-cyclobutyl-1,4-diazepane dihydrochloride). Yields the product C1(CCC1)N1CCN(CCC1)C(=O)[C@H]1[C@@H](C1)C1=CC=CC=C1 (trans-(4-Cyclobutyl-1,4-diazepan-1-yl)-(2-phenylcyclopropyl)methanone). RXN SMILES: [C:1]1([C@@H:7]2[CH2:9][C@H:8]2[C:10](Cl)=[O:11])[CH:6]=[CH:5][CH:4]=[CH:3][CH:2]=1.Cl.Cl.[CH:15]1([N:19]2[CH2:25][CH2:24][CH2:23][NH:22][CH2:21][CH2:20]2)[CH2:18][CH2:17][CH2:16]1>>[CH:15]1([N:19]2[CH2:25][CH2:24][CH2:23][N:22]([C:10]([C@@H:8]3[CH2:9][C@H:7]3[C:1]3[CH:6]=[CH:5][CH:4]=[CH:3][CH:2]=3)=[O:11])[CH2:21][CH2:20]2)[CH2:18][CH2:17][CH2:16]1 |f:1.2.3|. Reported procedure: This example was prepared according to Example 4 utilizing trans-2-phenyl-1-cyclopropanecarbonyl chloride and 1-N-cyclobutyl-1,4-diazepane dihydrochloride, which was prepared according to Zaragoza, et. al. J. Med. Chem. 2004, 47, 2833-2838. m/z (ES+) M+1=299.2; HPLC tR=1.62 min. 1H NMR (500 MHz, CDCl3) δ 7.26 (t, J=7.6 Hz, 2H), 7.20-7.15 (m, 1H), 7.13-7.08 (m, 2H), 3.73-3.59 (m, 4H), 2.92-2.83 (m, 1H), 2.54-2.36 (m, 5H), 2.08-1.98 (m, 2H), 1.97-1.90 (m, 1H), 1.89-1.74 (m, 4H), 1.66 (ddd, J=9.2, ...